From a dataset of the Open Reaction Database (ORD), a public repository of structured organic reaction records. describe an organic reaction: reactants, conditions, products, and yield The reactants are BrC=1C=C2CCCN(C2=NC1C(OC)OC)C(=O)NC1=NC=C(C=C1)C(F)(F)F (6-bromo-7-(dimethoxymethyl)-N-(5-(trifluoromethyl)pyridin-2-yl)-3,4-dihydro-1,8-naphthyridine-1(2H)-carboxamide), BrC=1C=C2CCCN(C2=NC1C(OC)OC)C(=O)NC1=NC=C(C=C1)C(F)(F)F (6-bromo-7-(dimethoxymethyl)-N-(5-(trifluoromethyl)pyridin-2-yl)-3,4-dihydro-1,8-naphthyridine-1(2H)-carboxamide), CB1OB(OB(O1)C)C (trimethylboroxine), C(=O)([O-])[O-].[Na+].[Na+] (Na2CO3), COCCOC (DME). Reagents/catalysts: Cl[Pd]([P](C1=CC=CC=C1)(C2=CC=CC=C2)C3=CC=CC=C3)([P](C4=CC=CC=C4)(C5=CC=CC=C5)C6=CC=CC=C6)Cl (PdCl2(PPh3)2). Solvent: C1CCOC1 (THF), CCOC(=O)C (EtOAc). Reaction conditions: temperature 100 celsius, time 1 hour. The product is COC(C1=C(C=C2CCCN(C2=N1)C(=O)NC1=NC=C(C=C1)C(F)(F)F)C)OC (7-(dimethoxymethyl)-6-methyl-N-(5-(trifluoromethyl)pyridin-2-yl)-3,4-dihydro-1,8-naphthyridine-1(2H)-carboxamide). As a reaction SMILES: Br[C:2]1[CH:3]=[C:4]2[C:9](=[N:10][C:11]=1[CH:12]([O:15][CH3:16])[O:13][CH3:14])[N:8]([C:17]([NH:19][C:20]1[CH:25]=[CH:24][C:23]([C:26]([F:29])([F:28])[F:27])=[CH:22][N:21]=1)=[O:18])[CH2:7][CH2:6][CH2:5]2.[CH3:30]B1OB(C)OB(C)O1.C([O-])([O-])=O.[Na+].[Na+].COCCOC>C1COCC1.CCOC(C)=O.Cl[Pd](Cl)([P](C1C=CC=CC=1)(C1C=CC=CC=1)C1C=CC=CC=1)[P](C1C=CC=CC=1)(C1C=CC=CC=1)C1C=CC=CC=1>[CH3:14][O:13][CH:12]([O:15][CH3:16])[C:11]1[N:10]=[C:9]2[C:4]([CH2:5][CH2:6][CH2:7][N:8]2[C:17]([NH:19][C:20]2[CH:25]=[CH:24][C:23]([C:26]([F:29])([F:28])[F:27])=[CH:22][N:21]=2)=[O:18])=[CH:3][C:2]=1[CH3:30] |f:2.3.4,^1:64,83|. Procedure details: 6-bromo-7-(dimethoxymethyl)-N-(5-(trifluoromethyl)pyridin-2-yl)-3,4-dihydro-1,8-naphthyridine-1(2H)-carboxamide (intermediate 2D, 50 mg, 0.105 mmol), trimethylboroxine in (50% in THF, 39.6 mg, 0.158 mmol), Na2CO3 (2 M in water, 0.053 ml, 0.105 mmol), PdCl2(PPh3)2 (7.38 mg, 10.52 μmol) and DME (1 ml) were charged into a sealed vial under argon. The mixture was stirred at 100° C. for 1 h. The reaction mixture was diluted in EtOAc and washed 2× with water and 1× with brine. The combined organic lay... The reactants are ClC=1C(=C(C(=O)O)C=CN1)NC1=C(C=C(C=C1)I)F (2-chloro-3-(2-fluoro-4-iodo-phenylamino)-isonicotinic acid), CC1(OC[C@@H](O1)CON)C (O-{[(4R)-2,2-dimethyl-1,3-dioxolan-4-yl]methyl}-hydroxylamine). Yields the product ClC=1C(=C(C(=O)NOC[C@@H]2OC(OC2)(C)C)C=CN1)NC1=C(C=C(C=C1)I)F (2-Chloro-N-{[(4R)-2,2-dimethyl-1,3-dioxolan-4-yl]methoxy}-3-(2-fluoro-4-iodo-phenylamino)-isonicotinamide). RXN SMILES: [Cl:1][C:2]1[C:3]([NH:11][C:12]2[CH:17]=[CH:16][C:15]([I:18])=[CH:14][C:13]=2[F:19])=[C:4]([CH:8]=[CH:9][N:10]=1)[C:5]([OH:7])=O.[CH3:20][C:21]1([CH3:29])[O:25][C@@H:24]([CH2:26][O:27][NH2:28])[CH2:23][O:22]1>>[Cl:1][C:2]1[C:3]([NH:11][C:12]2[CH:17]=[CH:16][C:15]([I:18])=[CH:14][C:13]=2[F:19])=[C:4]([CH:8]=[CH:9][N:10]=1)[C:5]([NH:28][O:27][CH2:26][C@H:24]1[CH2:23][O:22][C:21]([CH3:29])([CH3:20])[O:25]1)=[O:7]. Procedure: 2-Chloro-N-{[(4R)-2,2-dimethyl-1,3-dioxolan-4-yl]methoxy}-3-(2-fluoro-4-iodo-phenylamino)-isonicotinamide was synthesized according to the procedure for General Method 1, outlined above, starting with 0.2 mmol of 2-chloro-3-(2-fluoro-4-iodo-phenylamino)-isonicotinic acid and 0.3 mmol of O-{[(4R)-2,2-dimethyl-1,3-dioxolan-4-yl]methyl}-hydroxylamine LC/MS [9.19 min; 522 (M+1)]. The reactants are O=C1OC(CCI)C(O)=C1OCc1ccccc1, CC(=O)OC(C)=O, ClCCl, c1ccncc1. Product: O=C1OC(CCI)C(O)=C1O. As a reaction SMILES: [CH2:1]([c:2]1[cH:3][cH:4][cH:5][cH:6][cH:7]1)[O:8][C:9]1=[C:13]([OH:14])[CH:12]([CH2:15][CH2:16][I:17])[O:11][C:10]1=[O:18].[CH3:19][C:20]([O:21][C:22](=[O:23])[CH3:24])=[O:25].[Cl:32][CH2:33][Cl:34].[cH:26]1[cH:27][cH:28][n:29][cH:30][cH:31]1>>[OH:8][C:9]1=[C:13]([OH:14])[CH:12]([CH2:15][CH2:16][I:17])[O:11][C:10]1=[O:18]. Reaction SMILES: [C:1]([C:5]1[C:14]2[CH:13]=[C:12](/[C:15](/[CH2:20][CH3:21])=[C:16](/[F:19])\[CH:17]=O)[C:11]([O:22][CH2:23][CH3:24])=[CH:10][C:9]=2[C:8]([CH3:26])([CH3:25])[CH2:7][CH:6]=1)([CH3:4])([CH3:3])[CH3:2].C(P([CH2:33]/[C:34](/[CH3:41])=[CH:35]\[C:36]([O:38][CH2:39][CH3:40])=[O:37])(CC)=O)C>C1COCC1.CN1C(=O)N(C)CCC1>[C:1]([C:5]1[C:14]2[CH:13]=[C:12](/[C:15](/[CH2:20][CH3:21])=[C:16](/[F:19])\[CH:17]=[CH:33]\[C:34](\[CH3:41])=[CH:35]\[C:36]([O:38][CH2:39][CH3:40])=[O:37])[C:11]([O:22][CH2:23][CH3:24])=[CH:10][C:9]=2[C:8]([CH3:25])([CH3:26])[CH2:7][CH:6]=1)([CH3:4])([CH3:2])[CH3:3]. Procedure: As described in General Procedure I-1, (E)-3-(8-tert-butyl-3-ethoxy-5,5-dimethyl-5,6-dihydronaphthalen-2-yl)-2-fluoro-pent-2-enal (Compound A-65, 435 mg, 1.21 mmol) reacted with the ylide of ethyl 4-(diethylphosphoryl)-3-methylbut-2Z-enoate (1.07 g, 4.05 mmol) in THF (10 mL) and DMPU (5 mL) to produce the title compound as an oil after purification by flash chromatography (silica gel, 1% to 2% ethyl acetate in hexane). Starting materials: C(C)P(=O)(CC)C\C(=C/C(=O)OCC)\C (ethyl 4-(diethylphosphoryl)-3-methylbut-2Z-enoate), C(C)(C)(C)C1=CCC(C=2C=C(C(=CC12)/C(=C(\C=O)/F)/CC)OCC)(C)C ((E)-3-(8-tert-butyl-3-ethoxy-5,5-dimethyl-5,6-dihydronaphthalen-2-yl)-2-fluoro-pent-2-enal). Product: C(C)(C)(C)C1=CCC(C=2C=C(C(=CC12)/C(=C(\C=C\C(=C\C(=O)OCC)\C)/F)/CC)OCC)(C)C (Ethyl (2E,4E,6E)-7-(8-tert-butyl-3-ethoxy-5,5-dimethyl-5,6-dihydronaphthalen-2-yl)-6-fluoro-3-methyl-nona-2,4,6-trienoate). The solvent is C1CCOC1 (THF), CN1CCCN(C1=O)C (DMPU). Reactants: C(C)(=O)OC(C)=O (acetic anhydride), BrC1=C(N=C2N1C=CC=C2OCC2=C(C(=CC=C2Cl)N(C)C(CN)=O)Cl)C (3-bromo-8-[2,6-dichloro-3-(N-glycyl-N-methylamino)benzyloxy]-2-methylimidazo[1,2-a]pyridine), C(C)(=O)OC(C)=O (Acetic anhydride). Run in C(=O)O (formic acid). Reaction conditions: time 1.5 hour. The product is BrC1=C(N=C2N1C=CC=C2OCC2=C(C(=CC=C2Cl)N(C)C(CNC=O)=O)Cl)C (3-bromo-8-[2,6-dichloro-3-[N-(formylglycyl)-N-methylamino]benzyloxy]-2-methylimidazo[1,2-a]pyridine). Isolated yield 64.2%. RXN SMILES: [Br:1][C:2]1[N:6]2[CH:7]=[CH:8][CH:9]=[C:10]([O:11][CH2:12][C:13]3[C:18]([Cl:19])=[CH:17][CH:16]=[C:15]([N:20]([C:22](=[O:25])[CH2:23][NH2:24])[CH3:21])[C:14]=3[Cl:26])[C:5]2=[N:4][C:3]=1[CH3:27].[C:28](OC(=O)C)(=[O:30])C>C(O)=O>[Br:1][C:2]1[N:6]2[CH:7]=[CH:8][CH:9]=[C:10]([O:11][CH2:12][C:13]3[C:18]([Cl:19])=[CH:17][CH:16]=[C:15]([N:20]([C:22](=[O:25])[CH2:23][NH:24][CH:28]=[O:30])[CH3:21])[C:14]=3[Cl:26])[C:5]2=[N:4][C:3]=1[CH3:27]. Reported procedure: To a suspension of 3-bromo-8-[2,6-dichloro-3-(N-glycyl-N-methylamino)benzyloxy]-2-methylimidazo[1,2-a]pyridine (150 mg) in formic acid (1 ml) was added acetic anhydride (65 mg), and the mixture was stirred for 1.5 hours. Acetic anhydride (40 mg) was added thereto, and the mixture was stirred for 3 hours. The mixture was concentrated in vacuo, and a saturated aqueous solution of sodium bicarbonate was added thereto, and the mixture was extracted with methylene chloride three times. The organic la... The reactants are CCOC(=O)CC(OCC)c1ccc(O)cc1, OCc1cccc(OC(F)(F)F)c1, CCOC(=O)N=NC(=O)OCC, C1CCOC1, c1ccc(P(c2ccccc2)c2ccccc2)cc1, Cc1ccccc1. The product is CCOC(=O)CC(OCC)c1ccc(OCc2cccc(OC(F)(F)F)c2)cc1. As a reaction SMILES: [CH2:1]([CH3:2])[O:3][CH:4]([CH2:5][C:6](=[O:7])[O:8][CH2:9][CH3:10])[c:11]1[cH:12][cH:13][c:14]([OH:17])[cH:15][cH:16]1.[F:18][C:19]([O:20][c:21]1[cH:22][c:23]([CH2:24][OH:25])[cH:26][cH:27][cH:28]1)([F:29])[F:30].[N:57]([C:58]([O:59][CH2:60][CH3:61])=[O:62])=[N:63][C:64]([O:65][CH2:66][CH3:67])=[O:68].[O:69]1[CH2:70][CH2:71][CH2:72][CH2:73]1.[c:31]1([P:32]([c:33]2[cH:34][cH:35][cH:36][cH:37][cH:38]2)[c:39]2[cH:40][cH:41][cH:42][cH:43][cH:44]2)[cH:45][cH:46][cH:47][cH:48][cH:49]1.[c:50]1([CH3:51])[cH:52][cH:53][cH:54][cH:55][cH:56]1>>[CH2:1]([CH3:2])[O:3][CH:4]([CH2:5][C:6](=[O:7])[O:8][CH2:9][CH3:10])[c:11]1[cH:12][cH:13][c:14]([O:17][CH2:24][c:23]2[cH:22][c:21]([O:20][C:19]([F:18])([F:29])[F:30])[cH:28][cH:27][cH:26]2)[cH:15][cH:16]1. Reactants: C1(CCCCC1)[Mg]Br (cyclohexylmagnesium bromide), FC(C=1C=CC=2N(C1)C=C(N2)C=O)(F)F (6-(trifluoromethyl)imidazo[1,2-a]pyridine-2-carbaldehyde), [Cl-].[NH4+] (ammonium chloride). The solvent is O1CCCC1 (tetrahydrofuran). Conditions: temperature 0 celsius, time 1 hour. Yields the product C1(CCCCC1)C(O)C=1N=C2N(C=C(C=C2)C(F)(F)F)C1 (cyclohexyl[6-(trifluoromethyl)imidazo[1,2-a]pyridin-2-yl]methanol). Isolated yield 30.0%. As a reaction SMILES: [F:1][C:2]([F:15])([F:14])[C:3]1[CH:4]=[CH:5][C:6]2[N:7]([CH:9]=[C:10]([CH:12]=[O:13])[N:11]=2)[CH:8]=1.[CH:16]1([Mg]Br)[CH2:21][CH2:20][CH2:19][CH2:18][CH2:17]1.[Cl-].[NH4+]>O1CCCC1>[CH:16]1([CH:12]([C:10]2[N:11]=[C:6]3[CH:5]=[CH:4][C:3]([C:2]([F:1])([F:14])[F:15])=[CH:8][N:7]3[CH:9]=2)[OH:13])[CH2:21][CH2:20][CH2:19][CH2:18][CH2:17]1 |f:2.3|. Reported procedure: To a solution of 6-(trifluoromethyl)imidazo[1,2-a]pyridine-2-carbaldehyde (2.1 g) synthesized above in tetrahydrofuran (40 mL) was added dropwise cyclohexylmagnesium bromide (1M tetrahydrofuran solution, 15 mL) at 0° C. After stirring at 0° C. for 1 hr, aqueous ammonium chloride solution was added. The mixture was extracted with ethyl acetate, and the solvent was evaporated under reduced pressure. The precipitate was washed with ethanol-diisopropyl ether to give the title object compound (0.9 g,... Starting materials: Cl[O-].[Na+] (sodium hypochlorite), C(C)(C)(C)OC(=O)N1C[C@H](CC1)CO ((S)-3-hydroxymethyl-pyrrolidine-1-carboxylic acid t-butyl ester), [Br-].[K+] (potassium bromide), C([O-])(O)=O.[Na+] (sodium bicarbonate). Reagents/catalysts: CC1(CCCC(N1[O])(C)C)C (TEMPO). Run in C(Cl)Cl (DCM), O (water). Reaction conditions: temperature 0 celsius. Product: C(C)(C)(C)OC(=O)N1C[C@H](CC1)C=O ((S)-3-formylpyrrolidine-1-carboxylic acid t-butyl ester). Isolated yield 87.0%. As a reaction SMILES: [C:1]([O:5][C:6]([N:8]1[CH2:12][CH2:11][C@H:10]([CH2:13][OH:14])[CH2:9]1)=[O:7])([CH3:4])([CH3:3])[CH3:2].[Br-].[K+].C(=O)(O)[O-].[Na+].Cl[O-].[Na+]>C(Cl)Cl.O.CC1(C)N([O])C(C)(C)CCC1>[C:1]([O:5][C:6]([N:8]1[CH2:12][CH2:11][C@H:10]([CH:13]=[O:14])[CH2:9]1)=[O:7])([CH3:4])([CH3:3])[CH3:2] |f:1.2,3.4,5.6,^1:32|. Reported procedure: A solution of (S)-3-hydroxymethyl-pyrrolidine-1-carboxylic acid t-butyl ester (25.0 g, 124 mmol, 1.0 eq.) in DCM (200 mL) was cooled with stirring to 0° C. A solution of potassium bromide (1.5 g, 12.4 mmol, 0.1 eq.) and sodium bicarbonate (1.5 g, 17.4 mmol, 0.14 eq.) dissolved in water (100 mL) was added. After 15 minutes of stirring at 0° C., TEMPO (195.3 mg, 1.2 mmol, 0.01 eq.) was added, followed by the slow addition of sodium hypochlorite (77.3 mL, 136.6 mmol, 1.1 eq.) dropwise keeping the i... Starting materials: COC(=O)c1ccc(COC(C)=O)c(Br)c1, CCOCC, CN(C)P(=O)(N(C)C)N(C)C, C[Sn](C)(C)C, O, Cl[Pd]Cl, c1ccc(P(c2ccccc2)c2ccccc2)cc1, c1ccc(P(c2ccccc2)c2ccccc2)cc1. Product: COC(=O)c1ccc(COC(C)=O)c(C)c1. As a reaction SMILES: [C:1]([CH3:2])(=[O:3])[O:4][CH2:5][c:6]1[c:7]([Br:16])[cH:8][c:9]([C:10](=[O:11])[O:12][CH3:13])[cH:14][cH:15]1.[CH3:18][CH2:19][O:20][CH2:21][CH3:22].[CH3:23][N:24]([P:25]([N:26]([CH3:27])[CH3:28])([N:29]([CH3:30])[CH3:31])=[O:32])[CH3:33].[CH3:34][Sn:35]([CH3:36])([CH3:37])[CH3:38].[OH2:17].[Pd:39]([Cl:40])[Cl:41].[c:42]1([P:43]([c:44]2[cH:45][cH:46][cH:47][cH:48][cH:49]2)[c:50]2[cH:51][cH:52][cH:53][cH:54][cH:55]2)[cH:56][cH:57][cH:58][cH:59][cH:60]1.[c:61]1([P:62]([c:63]2[cH:64][cH:65][cH:66][cH:67][cH:68]2)[c:69]2[cH:70][cH:71][cH:72][cH:73][cH:74]2)[cH:75][cH:76][cH:77][cH:78][cH:79]1>>[C:1]([CH3:2])(=[O:3])[O:4][CH2:5][c:6]1[c:7]([CH3:18])[cH:8][c:9]([C:10](=[O:11])[O:12][CH3:13])[cH:14][cH:15]1.